describe an organic reaction: reactants, conditions, products, and yield From a dataset of the Open Reaction Database (ORD), a public repository of structured organic reaction records. The reactants are COC12CCC(CC1)(CC2)C(=O)OC (Methyl 4-methoxybicyclo[2.2.2]octane-1-carboxylate), Cl (hydrochloric acid). The solvent is [OH-].[Na+] (sodium hydroxide). Product: COC12CCC(CC1)(CC2)C(=O)O (4-Methoxybicyclo[2.2.2]octane-1-carboxylic acid). Isolated yield 97.0%. Reaction SMILES: [CH3:1][O:2][C:3]12[CH2:10][CH2:9][C:6]([C:11]([O:13]C)=[O:12])([CH2:7][CH2:8]1)[CH2:5][CH2:4]2.Cl>[OH-].[Na+]>[CH3:1][O:2][C:3]12[CH2:10][CH2:9][C:6]([C:11]([OH:13])=[O:12])([CH2:5][CH2:4]1)[CH2:7][CH2:8]2 |f:2.3|. Procedure: Methyl 4-methoxybicyclo[2.2.2]octane-1-carboxylate (6.5 g, 33 mmol) was refluxed in aqueous sodium hydroxide solution (5%, 150 mL) for 2 h. After cooling down, the reaction solution was acidified with hydrochloric acid solution (6 N, 50 mL) and extracted with ethyl acetate (100 mL×2). The combined organic layers were dried over magnesium sulfate and concentrated to afford the title compound (5.9 g, 32 mmol, yield 97%) which was used in the next step without further purification. MS (ESI) m/z=183... Starting materials: NC1=C(C=CC=2C(=CC=CC12)S(=O)(=O)O)N (1,2-diaminonaphthalene-5-sulphonic acid), O.O.C(C(=O)O)(=O)O (oxalic acid dihydrate). Solvent: Cl (hydrochloric acid). Conditions: temperature 25 celsius. Yields the product OC=1C(=NC=2C=CC3=C(C2N1)C=CC=C3S(=O)(=O)O)O (2,3-dihydroxy-benzo(f)quinoxaline-7-sulphonic acid). Isolated yield 57.0%. Reaction SMILES: [NH2:1][C:2]1[C:11]2[CH:10]=[CH:9][CH:8]=[C:7]([S:12]([OH:15])(=[O:14])=[O:13])[C:6]=2[CH:5]=[CH:4][C:3]=1[NH2:16].O.O.[C:19](O)(=[O:23])[C:20](O)=[O:21]>Cl>[OH:21][C:20]1[C:19]([OH:23])=[N:16][C:3]2[CH:4]=[CH:5][C:6]3[C:7]([S:12]([OH:15])(=[O:13])=[O:14])=[CH:8][CH:9]=[CH:10][C:11]=3[C:2]=2[N:1]=1 |f:1.2.3|. Procedure: A mixture of 0,5 g (2,1 mmol) 1,2-diaminonaphthalene-5-sulphonic acid and 0,75 g (5,8 mmol) oxalic acid dihydrate in 25 ml 4N hydrochloric acid was refluxed for 4 h. After cooling to 25° C., the precipitate was filtered off and washed with 5 ml 4N hydrochloric acid and 5 ml ice-cooled water. The crude product was dissolved in 15 ml 4N sodium hydroxide, and then reprecipitated with 4N hydrochlorid acid to give 0,35 g (57%) of 2,3-dihydroxy-benzo(f)quinoxaline-7-sulphonic acid. The reactants are FC1=CC=C(C=C1)NC(NC1=CC=C(C=C1)C1=CC=C2CN(C(C2=C1)=O)[C@H](C(=O)O)C(C)C)=O ((S)-2-(6-(4-(3-(4-Fluorophenyl)ureido)phenyl)-1-oxoisoindolin-2-yl)-3-methyl butanoic acid), CC([C@@H](C(=O)OC)N1C(C2=CC(=CC=C2C1)C1=CC=C(C=C1)NC(=O)NC1=C(C=CC=C1)OC1=CC=CC=C1)=O)C ((S)-Methyl 3-methyl-2-(1-oxo-6-(4-(3-(2-phenoxyphenyl)ureido)phenyl)isoindolin-2-yl)butanoate). The yield is 68.0%. The product is CC([C@@H](C(=O)O)N1C(C2=CC(=CC=C2C1)C1=CC=C(C=C1)NC(=O)NC1=C(C=CC=C1)OC1=CC=CC=C1)=O)C ((S)-3-Methyl-2-(1-oxo-6-(4-(3-(2-phenoxyphenyl)ureido)phenyl)isoindolin-2-yl)butanoic acid). Reaction SMILES: FC1C=CC(NC(=O)NC2C=CC(C3C=C4C(CN([C@@H](C(C)C)C(O)=O)C4=O)=CC=3)=CC=2)=CC=1.[CH3:35][CH:36]([CH3:75])[C@H:37]([N:42]1[CH2:50][C:49]2[C:44](=[CH:45][C:46]([C:51]3[CH:56]=[CH:55][C:54]([NH:57][C:58]([NH:60][C:61]4[CH:66]=[CH:65][CH:64]=[CH:63][C:62]=4[O:67][C:68]4[CH:73]=[CH:72][CH:71]=[CH:70][CH:69]=4)=[O:59])=[CH:53][CH:52]=3)=[CH:47][CH:48]=2)[C:43]1=[O:74])[C:38]([O:40]C)=[O:39]>>[CH3:35][CH:36]([CH3:75])[C@H:37]([N:42]1[CH2:50][C:49]2[C:44](=[CH:45][C:46]([C:51]3[CH:52]=[CH:53][C:54]([NH:57][C:58]([NH:60][C:61]4[CH:66]=[CH:65][CH:64]=[CH:63][C:62]=4[O:67][C:68]4[CH:69]=[CH:70][CH:71]=[CH:72][CH:73]=4)=[O:59])=[CH:55][CH:56]=3)=[CH:47][CH:48]=2)[C:43]1=[O:74])[C:38]([OH:40])=[O:39]. Reported procedure: The compound of example 48 was prepared analogous to compound of example 8 by hydrolysis of compound of example 47. Reactants: Cl.C(C1=CC=CC=C1)O[C@@H]([C@H](N)C(=O)N[C@@H](C(C)C)C(=O)N[C@@H](CC(C)C)C(=O)OCC1=CC=CC=C1)C (benzyl O-benzylthreonylvalylleucinate hydrochloride), benzyl ester, C(C)(=O)OC(C)=O (acetic anhydride). Solvent: C(C)(=O)O (acetic acid). Reaction conditions: time 8 hour. The product is C(C1=CC=CC=C1)O[C@@H]([C@H](N)C(=O)N[C@@H](C(C)C)C(=O)N[C@@H](CC(C)C)C(=O)OCC1=CC=CC=C1)C (Benzyl O-benzylthreonylvalylleucinate), benzyl N-α-acetyl-O-benzylthreonylvalylleucinate. Isolated yield 85.0%. Reaction SMILES: Cl.[CH2:2]([O:9][C@H:10]([CH3:38])[C@@H:11]([C:13]([NH:15][C@H:16]([C:20]([NH:22][C@H:23]([C:28]([O:30][CH2:31][C:32]1[CH:37]=[CH:36][CH:35]=[CH:34][CH:33]=1)=[O:29])[CH2:24][CH:25]([CH3:27])[CH3:26])=[O:21])[CH:17]([CH3:19])[CH3:18])=[O:14])[NH2:12])[C:3]1[CH:8]=[CH:7][CH:6]=[CH:5][CH:4]=1.C(OC(=O)C)(=O)C>C(O)(=O)C>[CH2:2]([O:9][C@H:10]([CH3:38])[C@@H:11]([C:13]([NH:15][C@H:16]([C:20]([NH:22][C@H:23]([C:28]([O:30][CH2:31][C:32]1[CH:33]=[CH:34][CH:35]=[CH:36][CH:37]=1)=[O:29])[CH2:24][CH:25]([CH3:26])[CH3:27])=[O:21])[CH:17]([CH3:19])[CH3:18])=[O:14])[NH2:12])[C:3]1[CH:8]=[CH:7][CH:6]=[CH:5][CH:4]=1 |f:0.1|. Procedure: Benzyl O-benzylthreonylvalylleucinate is prepared from 1 gram of benzyl O-benzylthreonylvalylleucinate hydrochloride as in Example 5 and is dissolved in acetic acid, and 2 equivalents acetic anhydride based on the benzyl ester are added. The mixture is stirred overnight. The solvents are evacuated in vacuo. The residue is recrystallized from methanol/ether, to yield 806 milligrams of benzyl N-α-acetyl-O-benzylthreonylvalylleucinate (85% yield). The reactants are CC#N, Cc1ccccc1, COc1ccc(C2CCN(C(=O)C(=O)O)CC2)cc1OC1CCCC1, O=C(Cl)C(=O)Cl, N, CN(C)C=O. Product: COc1ccc(C2CCN(C(=O)C(N)=O)CC2)cc1OC1CCCC1. Reaction SMILES: [CH3:38][C:39]#[N:40].[CH3:41][c:42]1[cH:43][cH:44][cH:45][cH:46][cH:47]1.[CH:1]1([O:6][c:7]2[cH:8][c:9]([CH:15]3[CH2:16][CH2:17][N:18]([C:21]([C:22](=[O:23])[OH:24])=[O:25])[CH2:19][CH2:20]3)[cH:10][cH:11][c:12]2[O:13][CH3:14])[CH2:2][CH2:3][CH2:4][CH2:5]1.[Cl:26][C:27]([C:28]([Cl:29])=[O:30])=[O:31].[NH3:37].[O:32]=[CH:33][N:34]([CH3:35])[CH3:36]>>[CH:1]1([O:6][c:7]2[cH:8][c:9]([CH:15]3[CH2:16][CH2:17][N:18]([C:21]([C:22](=[O:23])[NH2:34])=[O:25])[CH2:19][CH2:20]3)[cH:10][cH:11][c:12]2[O:13][CH3:14])[CH2:2][CH2:3][CH2:4][CH2:5]1.